From a dataset of the Open Reaction Database (ORD), a public repository of structured organic reaction records. describe an organic reaction: reactants, conditions, products, and yield The reactants are C(#N)C(C)(C)C=1C=C(C(=O)NC=2C=CC(=C(C2)NC(=O)C2=CC=3C(=NC(=CN3)NC)S2)C)C=CC1 (N-(5-(3-(2-cyanopropan-2-yl)benzamido)-2-methylphenyl)-3-(methylamino)thieno[2,3-b]pyrazine-6-carboxamide), C1CCOC1 (THF), ClC1=CN=C2C(=N1)SC(=C2)C(=O)NC2=C(C=CC(=C2)NC(C2=CC(=CC=C2)C(C)(C)C#N)=O)C (3-chloro-N-(5-(3-(2-cyanopropan-2-yl)benzamido)-2-methylphenyl)thieno[2,3-b]pyrazine-6-carboxamide), CNC (dimethylamine). The product is C(#N)C(C)(C)C=1C=C(C(=O)NC=2C=CC(=C(C2)NC(=O)C2=CC=3C(=NC(=CN3)N(C)C)S2)C)C=CC1 (N-(5-(3-(2-cyanopropan-2-yl)benzamido)-2-methylphenyl)-3-(dimethylamino)thieno[2,3-b]pyrazine-6-carboxamide). The yield is 9.0%. As a reaction SMILES: [C:1]([C:3]([C:6]1[CH:7]=[C:8]([CH:33]=[CH:34][CH:35]=1)[C:9]([NH:11][C:12]1[CH:13]=[CH:14][C:15]([CH3:32])=[C:16]([NH:18][C:19]([C:21]2[S:31][C:24]3=[N:25][C:26]([NH:29][CH3:30])=[CH:27][N:28]=[C:23]3[CH:22]=2)=[O:20])[CH:17]=1)=[O:10])([CH3:5])[CH3:4])#[N:2].Cl[C:37]1N=C2SC(C(NC3C=C(NC(=O)C4C=CC=C(C(C#N)(C)C)C=4)C=CC=3C)=O)=CC2=NC=1.CNC.C1COCC1>>[C:1]([C:3]([C:6]1[CH:7]=[C:8]([CH:33]=[CH:34][CH:35]=1)[C:9]([NH:11][C:12]1[CH:13]=[CH:14][C:15]([CH3:32])=[C:16]([NH:18][C:19]([C:21]2[S:31][C:24]3=[N:25][C:26]([N:29]([CH3:37])[CH3:30])=[CH:27][N:28]=[C:23]3[CH:22]=2)=[O:20])[CH:17]=1)=[O:10])([CH3:5])[CH3:4])#[N:2]. Reported procedure: Preparation analogous to 96a (step 11) by using 3-chloro-N-(5-(3-(2-cyanopropan-2-yl)benzamido)-2-methylphenyl)thieno[2,3-b]pyrazine-6-carboxamide 95 (0.061 mmol, 30 mg) and dimethylamine 2M in THF (1.531 mmol, 765 μL) to give N-(5-(3-(2-cyanopropan-2-yl)benzamido)-2-methylphenyl)-3-(dimethylamino)thieno[2,3-b]pyrazine-6-carboxamide 96b (3 mg, 9%). NMR (400 MHz, DMSO-d6) 1.76 (s, 6H), 2.25 (s, 3H), 3.20 (s, 6H), 7.28 (d, J=8.6 Hz, 1H), 7.61 (m, 2H), 7.76 (d, J=7.8 Hz, 1H), 7.84 (d, J=2.0 Hz, 1H)... Starting materials: C(CCCCCOCCSCC)Br (7-oxa-10-thiadodecyl bromide), C(CC(=O)OCC)(=O)OCC (diethyl malonate), [Na] (Sodium). Solvent: CCO (EtOH), CCO (EtOH), CCO (EtOH). Product: C(C)OC(=O)C(C(=O)OCC)CCCCCCOCCSCC (ethyl 2-ethoxycarbonyl9-oxa-12-thiatetradecanoate). Yield: 60.0%. Reaction SMILES: [Na].[C:2]([O:10][CH2:11][CH3:12])(=[O:9])[CH2:3][C:4]([O:6][CH2:7][CH3:8])=[O:5].[CH2:13](Br)[CH2:14][CH2:15][CH2:16][CH2:17][CH2:18][O:19][CH2:20][CH2:21][S:22][CH2:23][CH3:24]>CCO>[CH2:11]([O:10][C:2]([CH:3]([CH2:13][CH2:14][CH2:15][CH2:16][CH2:17][CH2:18][O:19][CH2:20][CH2:21][S:22][CH2:23][CH3:24])[C:4]([O:6][CH2:7][CH3:8])=[O:5])=[O:9])[CH3:12] |^1:0|. Reported procedure: Sodium metal (0.31 g, 0.014 mol) was dissolved in absolute EtOH (20 mL). To this mixture was added diethyl malonate (2.2 g, 0.014 mol) in EtOH (5 mL) and the above 7-oxa-10-thiadodecyl bromide (3 g, 0.011 mol) in EtOH (5 mL) at room temperature. The reaction mixture was refluxed for 5 h. After evaporation of the solvent, the residue was dissolved in ethyl acetate (120 mL). The organic phase was washed with water (2×30 mL), brine (30 mL), and dried (Na2SO4). The crude product was purified by Kuge...